From a dataset of the Open Reaction Database (ORD), a public repository of structured organic reaction records. describe an organic reaction: reactants, conditions, products, and yield Reactants: C(#N)C1=CC=C(C=C1)CCC1=NC2=C(N1C)C=CC(=C2)N(C(CCl)=O)CC2=CC=CC1=CC=CC=C21 (N-{2-[2-(4-cyanophenyl)-ethyl]-1-methyl-benzimidazol-5-yl}-N-(naphth-1-ylmethyl)-2-chloroacetamide), 4-phenylamino-1-piperidine, CN1CCOCC1 (N-methylmorpholine). Solvent: CN(C=O)C (dimethylformamide). Product: C(#N)C1=CC=C(C=C1)CCC1=NC2=C(N1C)C=CC(=C2)N(C(CN2CCC(CC2)NC2=CC=CC=C2)=O)CC2=CC=CC1=CC=CC=C21 (N-{2-[2-(4-Cyanophenyl)-ethyl]-1-methyl-benzimidazol-5-yl}-N-(naphth-1-ylmethyl)-2-(4-phenylamino-piperid-1-yl)-acetamide). As a reaction SMILES: [C:1]([C:3]1[CH:8]=[CH:7][C:6]([CH2:9][CH2:10][C:11]2[N:15]([CH3:16])[C:14]3[CH:17]=[CH:18][C:19]([N:21]([CH2:26][C:27]4[C:36]5[C:31](=[CH:32][CH:33]=[CH:34][CH:35]=5)[CH:30]=[CH:29][CH:28]=4)[C:22](=[O:25])[CH2:23]Cl)=[CH:20][C:13]=3[N:12]=2)=[CH:5][CH:4]=1)#[N:2].C[N:38]1[CH2:43][CH2:42]O[CH2:40][CH2:39]1>CN(C)C=O>[C:1]([C:3]1[CH:8]=[CH:7][C:6]([CH2:9][CH2:10][C:11]2[N:15]([CH3:16])[C:14]3[CH:17]=[CH:18][C:19]([N:21]([CH2:26][C:27]4[C:36]5[C:31](=[CH:32][CH:33]=[CH:34][CH:35]=5)[CH:30]=[CH:29][CH:28]=4)[C:22](=[O:25])[CH2:23][N:12]4[CH2:13][CH2:42][CH:43]([NH:38][C:39]5[CH:40]=[CH:5][CH:4]=[CH:3][CH:1]=5)[CH2:10][CH2:11]4)=[CH:20][C:13]=3[N:12]=2)=[CH:5][CH:4]=1)#[N:2]. Procedure details: A solution of 2.1 g (4.3 mmol) of N-{2-[2-(4-cyanophenyl)-ethyl]-1-methyl-benzimidazol-5-yl}-N-(naphth-1-ylmethyl)-2-chloroacetamide, 1.5 g (6.0 mmol) of 4-phenylamino-1-piperidine and 2.2 mL of N-methylmorpholine in 15 mL of dimethylformamide was stirred for 8 hours at 70-80° C. The mixture was then poured onto ice, extracted with ethyl acetate and washed with water, dried and distilled off. The product was chromatographed on silica gel. Product: c1cc2cc(-c3ccc(NC4CCN5CCCC4C5)nc3)ccc2[nH]1. RXN SMILES: [N:1]12[CH2:2][CH2:3][CH:4]([NH:10][c:11]3[n:12][cH:13][c:14]([Br:17])[cH:15][cH:16]3)[CH:5]([CH2:6][CH2:7][CH2:8]1)[CH2:9]2.[cH:30]1[cH:31][cH:32][c:33]([P:34]([Pd:35]([P:36]([c:37]2[cH:38][cH:39][cH:40][cH:41][cH:42]2)([c:43]2[cH:44][cH:45][cH:46][cH:47][cH:48]2)[c:49]2[cH:50][cH:51][cH:52][cH:53][cH:54]2)([P:55]([c:56]2[cH:57][cH:58][cH:59][cH:60][cH:61]2)([c:62]2[cH:63][cH:64][cH:65][cH:66][cH:67]2)[c:68]2[cH:69][cH:70][cH:71][cH:72][cH:73]2)[P:74]([c:75]2[cH:76][cH:77][cH:78][cH:79][cH:80]2)([c:81]2[cH:82][cH:83][cH:84][cH:85][cH:86]2)[c:87]2[cH:88][cH:89][cH:90][cH:91][cH:92]2)([c:93]2[cH:94][cH:95][cH:96][cH:97][cH:98]2)[c:99]2[cH:100][cH:101][cH:102][cH:103][cH:104]2)[cH:105][cH:106]1.[nH:18]1[cH:19][cH:20][c:21]2[cH:22][c:23]([B:27]([OH:28])[OH:29])[cH:24][cH:25][c:26]12>>[N:1]12[CH2:2][CH2:3][CH:4]([NH:10][c:11]3[n:12][cH:13][c:14](-[c:23]4[cH:22][c:21]5[cH:20][cH:19][nH:18][c:26]5[cH:25][cH:24]4)[cH:15][cH:16]3)[CH:5]([CH2:6][CH2:7][CH2:8]1)[CH2:9]2. The reactants are Brc1ccc(NC2CCN3CCCC2C3)nc1, c1ccc(P(c2ccccc2)(c2ccccc2)[Pd](P(c2ccccc2)(c2ccccc2)c2ccccc2)(P(c2ccccc2)(c2ccccc2)c2ccccc2)P(c2ccccc2)(c2ccccc2)c2ccccc2)cc1, OB(O)c1ccc2[nH]ccc2c1. Starting materials: C(C(C)C)OC(C)ONC(C1=CC=C(C=C1)N1CC2C(C2C1)NCC1=CC2=CC=CC=C2C=C1)=O (N-(1-Isobutoxyethoxy) 4-{6-[(naphthalen-2-ylmethyl)-amino]-3-aza-bicyclo[3.1.0]hex-3-yl}-benzamide), Cl (HCl). Solvent: C(Cl)Cl (DCM), O1CCOCC1 (dioxane). Conditions: time 30 minute. The product is ONC(C1=CC=C(C=C1)N1CC2C(C2C1)NCC1=CC2=CC=CC=C2C=C1)=O (N-Hydroxy 4-{6-[(naphthalen-2-ylmethyl)-amino]-3-aza-bicyclo[3.1.0]hex-3-yl}-benzamide). The yield is 13.9%. RXN SMILES: C(OC([O:8][NH:9][C:10](=[O:35])[C:11]1[CH:16]=[CH:15][C:14]([N:17]2[CH2:22][CH:21]3[CH:19]([CH:20]3[NH:23][CH2:24][C:25]3[CH:34]=[CH:33][C:32]4[C:27](=[CH:28][CH:29]=[CH:30][CH:31]=4)[CH:26]=3)[CH2:18]2)=[CH:13][CH:12]=1)C)C(C)C.Cl>C(Cl)Cl.O1CCOCC1>[OH:8][NH:9][C:10](=[O:35])[C:11]1[CH:16]=[CH:15][C:14]([N:17]2[CH2:22][CH:21]3[CH:19]([CH:20]3[NH:23][CH2:24][C:25]3[CH:34]=[CH:33][C:32]4[C:27](=[CH:28][CH:29]=[CH:30][CH:31]=4)[CH:26]=3)[CH2:18]2)=[CH:13][CH:12]=1. Procedure details: N-(1-Isobutoxyethoxy) 4-{6-[(naphthalen-2-ylmethyl)-amino]-3-aza-bicyclo[3.1.0]hex-3-yl}-benzamide (117 mg, 0.25 mmol) was stirred in DCM (10 ml) at r.t. and 4M HCl in dioxane (0.5 ml) was added. The reaction was allowed to stir for 30 min and then the solvent was removed in vacuo. The residue was purified by Gilson HPLC to give the title compound as a pink solid (13 mg, 14%). LCMS purity 98%, m/z 374 [M+H]+. 1H NMR (300 MHz, CD3OD) δ: 2.25 (2H, br s), 2.71 (1H, s), 3.32 (2H, m), 3.71 (2H, d, J=...